This data is from the Open Reaction Database (ORD), a public repository of structured organic reaction records. The task is: describe an organic reaction: reactants, conditions, products, and yield Reactants: OC1=CC=C(C=C1)CCCN1C=NC=C1 (1-[3-(4-hydroxyphenyl)propyl]imidazole), ClCC1=NC(=NO1)C=1SC=CC1 (5-chloromethyl-3-(2-thienyl)-1,2,4-oxadiazole). Yields the product N1(C=NC=C1)CCCC1=CC=C(OCC2=NC(=NO2)C=2SC=CC2)C=C1 (5-[4-[3-(1-imidazolyl)propyl]phenoxymethyl]-3-(2-thienyl)-1,2,4-oxadiazole). Yield: 41.0%. RXN SMILES: [OH:1][C:2]1[CH:7]=[CH:6][C:5]([CH2:8][CH2:9][CH2:10][N:11]2[CH:15]=[CH:14][N:13]=[CH:12]2)=[CH:4][CH:3]=1.Cl[CH2:17][C:18]1[O:22][N:21]=[C:20]([C:23]2[S:24][CH:25]=[CH:26][CH:27]=2)[N:19]=1>>[N:11]1([CH2:10][CH2:9][CH2:8][C:5]2[CH:6]=[CH:7][C:2]([O:1][CH2:17][C:18]3[O:22][N:21]=[C:20]([C:23]4[S:24][CH:25]=[CH:26][CH:27]=4)[N:19]=3)=[CH:3][CH:4]=2)[CH:15]=[CH:14][N:13]=[CH:12]1. Procedure: In substantially the same manner as in Working Example 72, 1-[3-(4-hydroxyphenyl)propyl]imidazole was reacted with 5-chloromethyl-3-(2-thienyl)-1,2,4-oxadiazole to obtain 5-[4-[3-(1-imidazolyl)propyl]phenoxymethyl]-3-(2-thienyl)-1,2,4-oxadiazole. The yield was 41%. Recrystallization from ethyl acetate-hexane gave pale yellow prisms, mp 118-119° C. Starting materials: CCOP(=O)(CC(O)CCl)CC1CCCCC1, CCO, CC(N)c1ccc(Cl)c(Cl)c1. The product is CCOP(=O)(CC(O)CNC(C)c1ccc(Cl)c(Cl)c1)CC1CCCCC1. Reaction SMILES: [CH2:1]([CH3:2])[O:3][P:4](=[O:5])([CH2:6][CH:7]1[CH2:8][CH2:9][CH2:10][CH2:11][CH2:12]1)[CH2:13][CH:14]([CH2:15][Cl:16])[OH:17].[CH3:29][CH2:30][OH:31].[Cl:18][c:19]1[cH:20][c:21]([CH:26]([CH3:27])[NH2:28])[cH:22][cH:23][c:24]1[Cl:25]>>[CH2:1]([CH3:2])[O:3][P:4](=[O:5])([CH2:6][CH:7]1[CH2:8][CH2:9][CH2:10][CH2:11][CH2:12]1)[CH2:13][CH:14]([CH2:15][NH:28][CH:26]([c:21]1[cH:20][c:19]([Cl:18])[c:24]([Cl:25])[cH:23][cH:22]1)[CH3:27])[OH:17].